This data is from the Open Reaction Database (ORD), a public repository of structured organic reaction records. The task is: describe an organic reaction: reactants, conditions, products, and yield The reactants are COC=1C=C(C(=O)OC)C=CC1C (methyl 3-methoxy-4-methylbenzoate), COC=1C=C(C(=O)O)C=CC1C (3-methoxy-4-methylbenzoic acid), ClC=1C=C(C(=O)OC)C=CC1CC(=O)C1=C(C=C(C=C1)O)O (methyl 3-chloro-4-(2-(2,4-dihydroxyphenyl)-2-oxoethyl)benzoate). Yields the product OC1=C(C=CC(=C1)O)C(CC1=C(C=C(C(=O)OC)C=C1)OC)=O (methyl 4-(2-(2,4-dihydroxyphenyl)-2-oxoethyl)-3-methoxybenzoate). RXN SMILES: [CH3:1][O:2][C:3]1[CH:4]=[C:5]([CH:10]=[CH:11][C:12]=1[CH3:13])[C:6]([O:8][CH3:9])=[O:7].COC1C=C(C=CC=1C)C(O)=O.ClC1C=C(C=CC=1C[C:38]([C:40]1[CH:45]=[CH:44][C:43]([OH:46])=[CH:42][C:41]=1[OH:47])=[O:39])C(OC)=O>>[OH:47][C:41]1[CH:42]=[C:43]([OH:46])[CH:44]=[CH:45][C:40]=1[C:38](=[O:39])[CH2:13][C:12]1[CH:11]=[CH:10][C:5]([C:6]([O:8][CH3:9])=[O:7])=[CH:4][C:3]=1[O:2][CH3:1]. Reported procedure: Synthesis of methyl 3-methoxy-4-methylbenzoate, starting with 3-methoxy-4-methylbenzoic acid (see step 1 of Intermediate F). MS (ESI): m/z 181.1 [M+1]+. Starting materials: CCO, [H][H], CC(C)(C)OC(=O)N1CCC(N)C1, O=C1CCOCC1. The product is CC(C)(C)OC(=O)N1CCC(NC2CCOCC2)C1. RXN SMILES: [CH3:23][CH2:24][OH:25].[H:21][H:22].[NH2:1][CH:2]1[CH2:3][N:4]([C:7](=[O:8])[O:9][C:10]([CH3:11])([CH3:12])[CH3:13])[CH2:5][CH2:6]1.[O:14]1[CH2:15][CH2:16][C:17](=[O:20])[CH2:18][CH2:19]1>>[NH:1]([CH:2]1[CH2:3][N:4]([C:7](=[O:8])[O:9][C:10]([CH3:11])([CH3:12])[CH3:13])[CH2:5][CH2:6]1)[CH:17]1[CH2:16][CH2:15][O:14][CH2:19][CH2:18]1. Reactants: CCOC(=O)c1c(B2OC(C)(C)C(C)(C)O2)cn(COCc2ccccc2)c1C=O, COCCOC, Fc1ccccc1CBr, [Na+], [Na+], O=C([O-])[O-], O. Product: CCOC(=O)c1c(Cc2ccccc2F)cn(COCc2ccccc2)c1C=O. Reaction SMILES: [CH2:7]([c:8]1[cH:9][cH:10][cH:11][cH:12][cH:13]1)[O:14][CH2:15][n:16]1[c:17]([CH:35]=[O:36])[c:18]([C:30](=[O:31])[O:32][CH2:33][CH3:34])[c:19]([B:21]2[O:22][C:23]([CH3:24])([CH3:25])[C:26]([CH3:27])([CH3:28])[O:29]2)[cH:20]1.[CH3:1][O:2][CH2:3][CH2:4][O:5][CH3:6].[F:37][c:38]1[c:39]([CH2:40][Br:41])[cH:42][cH:43][cH:44][cH:45]1.[Na+:46].[Na+:47].[O-:48][C:49](=[O:50])[O-:51].[OH2:52]>>[CH2:7]([c:8]1[cH:9][cH:10][cH:11][cH:12][cH:13]1)[O:14][CH2:15][n:16]1[c:17]([CH:35]=[O:36])[c:18]([C:30](=[O:31])[O:32][CH2:33][CH3:34])[c:19]([CH2:40][c:39]2[c:38]([F:37])[cH:45][cH:44][cH:43][cH:42]2)[cH:20]1. Starting materials: S(=O)(Cl)Cl (thionyl chloride), C1(CCCCCC1)SCCO (2-hydroxyethyl cycloheptyl sulfide), C(O)([O-])=O.[Na+] (sodium hydrogencarbonate), O (water). The solvent is C(Cl)(Cl)Cl (chloroform). Conditions: time 15 minute. Product: C1(CCCCCC1)SCCCl (2-chloroethyl cycloheptyl sulfide). RXN SMILES: S(Cl)([Cl:3])=O.[CH:5]1([S:12][CH2:13][CH2:14]O)[CH2:11][CH2:10][CH2:9][CH2:8][CH2:7][CH2:6]1.O.C(=O)([O-])O.[Na+]>C(Cl)(Cl)Cl>[CH:5]1([S:12][CH2:13][CH2:14][Cl:3])[CH2:11][CH2:10][CH2:9][CH2:8][CH2:7][CH2:6]1 |f:3.4|. Reported procedure: 5.11 cm3 of thionyl chloride were added dropwise, with stirring and under an inert atmosphere, at a temperature in the region of 20° C. to a solution of 1.74 g of 2-hydroxyethyl cycloheptyl sulfide in 30 cm3 of chloroform. After the addition, the reaction mixture was first stirred for 15 minutes at the same temperature and then for 1 hour at a temperature in the region of 600° C. The mixture was evaporated to dryness under reduced pressure (5 kPa) at a temperature in the region of 40° C., then t... The reactants are CN(C)C=O, COc1cc(C(=O)O)n(C)n1, CN1CCCC1=O, O=C(Cl)C(=O)Cl, Nc1cc(Oc2ccc3nc(NC(=O)C4CC4)cn3n2)ccc1F, C1CCOC1. Yields the product COc1cc(C(=O)Nc2cc(Oc3ccc4nc(NC(=O)C5CC5)cn4n3)ccc2F)n(C)n1. RXN SMILES: [CH3:12][N:13]([CH3:14])[CH:15]=[O:16].[CH3:1][O:2][c:3]1[n:4][n:5]([CH3:11])[c:6]([C:8](=[O:9])[OH:10])[cH:7]1.[CH3:47][N:48]1[CH2:49][CH2:50][CH2:51][C:52]1=[O:53].[Cl:17][C:18]([C:19]([Cl:20])=[O:21])=[O:22].[NH2:23][c:24]1[cH:25][c:26]([O:27][c:28]2[cH:29][cH:30][c:31]3[n:32]([n:33]2)[cH:34][c:35]([NH:37][C:38](=[O:39])[CH:40]2[CH2:41][CH2:42]2)[n:36]3)[cH:43][cH:44][c:45]1[F:46].[O:54]1[CH2:55][CH2:56][CH2:57][CH2:58]1>>[CH3:1][O:2][c:3]1[n:4][n:5]([CH3:11])[c:6]([C:8](=[O:10])[NH:23][c:24]2[cH:25][c:26]([O:27][c:28]3[cH:29][cH:30][c:31]4[n:32]([n:33]3)[cH:34][c:35]([NH:37][C:38](=[O:39])[CH:40]3[CH2:41][CH2:42]3)[n:36]4)[cH:43][cH:44][c:45]2[F:46])[cH:7]1. Starting materials: N#CCBr, C1CCOC1, CCCC[N+](CCCC)(CCCC)CCCC, COCCOCCO, [H-], [I-], [Na+]. Product: COCCOCCOCC#N. RXN SMILES: [Br:11][CH2:12][C:13]#[N:14].[CH2:15]1[O:16][CH2:17][CH2:18][CH2:19]1.[CH2:21]([N+:22]([CH2:23][CH2:24][CH2:25][CH3:26])([CH2:27][CH2:28][CH2:29][CH3:30])[CH2:31][CH2:32][CH2:33][CH3:34])[CH2:35][CH2:36][CH3:37].[CH3:1][O:2][CH2:3][CH2:4][O:5][CH2:6][CH2:7][OH:8].[H-:10].[I-:20].[Na+:9]>>[CH3:1][O:2][CH2:3][CH2:4][O:5][CH2:6][CH2:7][O:8][CH2:12][C:13]#[N:14]. Starting materials: C(C)N1C=C(C(C2=CC(=C(C(=C12)F)F)F)=O)C(=O)O (1-ethyl-6,7,8-trifluoro-1,4-dihydro-4-oxo-3-quinolinecarboxylic acid), N12CCCCCC2=NCCC1 (1,8-diazabicyclo[5.4.0]undec-7-ene), N1CC(CC1)CN (3-pyrrolidinemethanamine). Solvent: C(C)#N (acetonitrile). Conditions: time 8 hour. The product is NCC1CN(CC1)C1=C(C=C2C(C(=CN(C2=C1F)CC)C(=O)O)=O)F (7-[3-(aminomethyl)-1-pyrrolidinyl]-1-ethyl-6,8-difluoro-1,4-dihydro-4-oxo-3-quinolinecarboxylic acid). Yield: 86.6%. As a reaction SMILES: [CH2:1]([N:3]1[C:12]2[C:7](=[CH:8][C:9]([F:15])=[C:10](F)[C:11]=2[F:13])[C:6](=[O:16])[C:5]([C:17]([OH:19])=[O:18])=[CH:4]1)[CH3:2].[N:20]12[CH2:30][CH2:29][CH2:28][N:27]=[C:26]1[CH2:25]CCCC2.N1CCC(CN)C1>C(#N)C>[NH2:20][CH2:30][CH:29]1[CH2:25][CH2:26][N:27]([C:10]2[C:11]([F:13])=[C:12]3[C:7]([C:6](=[O:16])[C:5]([C:17]([OH:19])=[O:18])=[CH:4][N:3]3[CH2:1][CH3:2])=[CH:8][C:9]=2[F:15])[CH2:28]1. Reported procedure: A mixture of 0.50 g (1.84 mmole) of 1-ethyl-6,7,8-trifluoro-1,4-dihydro-4-oxo-3-quinolinecarboxylic acid, 5 ml of acetonitrile, 0.28 g (1.84 mmole) of 1,8-diazabicyclo[5.4.0]undec-7-ene and 0.19 g (1.94 mmole) of 3-pyrrolidinemethanamine was refluxed for one hour; then stirred at room temperature overnight. The reaction was filtered and the precipitate washed with ethyl ether to give 0.56 g of 7-[3-(aminomethyl)-1-pyrrolidinyl]-1-ethyl-6,8-difluoro-1,4-dihydro-4-oxo-3-quinolinecarboxylic acid, m...